From a dataset of the Open Reaction Database (ORD), a public repository of structured organic reaction records. describe an organic reaction: reactants, conditions, products, and yield Starting materials: C(C)(C)(C)OC(=O)N(C1=CC=C(C=N1)C1=NC=CC(=C1)OC=1C=NC(=CC1)[N+](=O)[O-])C(=O)OC(C)(C)C (6′-(bis(tert-butoxycarbonyl)amino)-4-((6-nitropyridin-3-yl)oxy)-[2,3′-bipyridine]). The reagents and catalysts are [Pd] (Pd/C). Run in CCOC(=O)C (EtOAc), CO (MeOH). Yields the product C(C)(C)(C)OC(=O)N(C1=CC=C(C=N1)C1=NC=CC(=C1)OC=1C=NC(=CC1)N)C(=O)OC(C)(C)C (6′-(bis(tert-butoxycarbonyl)amino)-4-((6-aminopyridin-3-yl)oxy)-[2,3′-bipyridine]). The yield is 97.4%. As a reaction SMILES: [C:1]([O:5][C:6]([N:8]([C:31]([O:33][C:34]([CH3:37])([CH3:36])[CH3:35])=[O:32])[C:9]1[N:14]=[CH:13][C:12]([C:15]2[CH:20]=[C:19]([O:21][C:22]3[CH:23]=[N:24][C:25]([N+:28]([O-])=O)=[CH:26][CH:27]=3)[CH:18]=[CH:17][N:16]=2)=[CH:11][CH:10]=1)=[O:7])([CH3:4])([CH3:3])[CH3:2]>CCOC(C)=O.CO.[Pd]>[C:34]([O:33][C:31]([N:8]([C:6]([O:5][C:1]([CH3:4])([CH3:3])[CH3:2])=[O:7])[C:9]1[N:14]=[CH:13][C:12]([C:15]2[CH:20]=[C:19]([O:21][C:22]3[CH:23]=[N:24][C:25]([NH2:28])=[CH:26][CH:27]=3)[CH:18]=[CH:17][N:16]=2)=[CH:11][CH:10]=1)=[O:32])([CH3:37])([CH3:36])[CH3:35]. Procedure details: A solution of 6′-(bis(tert-butoxycarbonyl)amino)-4-((6-nitropyridin-3-yl)oxy)-[2,3′-bipyridine](0.600 g, 1.178 mmol) in EtOAc (15 mL) and MeOH (5 mL) was treated with 10% Pd/C (50% wet, 0.125 g, 1.178 mmol) and hydrogenated (1 atm) for 16 h. The solids were removed via filtration through diatomaceous earth, washed with EtOAc and the filtrate concentrated to dryness to afford 6′-(bis(tert-butoxycarbonyl)amino)-4-((6-aminopyridin-3-yl)oxy)-[2,3′-bipyridine](0.55 g, 97%) as a white amorphous solid.... Starting materials: BrC=1C=C2CCC3(CNCC3)C2=CC1 (5-bromo-2,3-dihydrospiro[indene-1,3′-pyrrolidine]), ClCCCSC1=NNC(=N1)C1=C(N=CO1)C (3-[(3-chloropropyl)thio]-5-(4-methyl-1,3-oxazol-5-yl)-1H-1,2,4-triazole), C(=O)([O-])[O-].[K+].[K+] (K2CO3), [Na+].[I-] (NaI), O (Water). Run in CN(C)C=O (DMF). Conditions: temperature 80 celsius. Yields the product Cl.BrC=1C=C2CCC3(CN(CC3)CCCSC3=NC(=NN3)C3=C(N=CO3)C)C2=CC1 (5-bromo-1′-(3-{[3-(4-methyl-1,3-oxazol-5-yl)-1H-1,2,4-triazol-5-yl]thio}propyl)-2,3-dihydrospiro[indene-1,3′-pyrrolidine]hydrochloride). Reaction SMILES: [Br:1][C:2]1[CH:3]=[C:4]2[C:12](=[CH:13][CH:14]=1)[C:7]1([CH2:11][CH2:10][NH:9][CH2:8]1)[CH2:6][CH2:5]2.C([O-])([O-])=O.[K+].[K+].[Na+].[I-].O.[Cl:24][CH2:25][CH2:26][CH2:27][S:28][C:29]1[N:33]=[C:32]([C:34]2[O:38][CH:37]=[N:36][C:35]=2[CH3:39])[NH:31][N:30]=1>CN(C=O)C>[ClH:24].[Br:1][C:2]1[CH:3]=[C:4]2[C:12](=[CH:13][CH:14]=1)[C:7]1([CH2:11][CH2:10][N:9]([CH2:25][CH2:26][CH2:27][S:28][C:29]3[NH:30][N:31]=[C:32]([C:34]4[O:38][CH:37]=[N:36][C:35]=4[CH3:39])[N:33]=3)[CH2:8]1)[CH2:6][CH2:5]2 |f:1.2.3,4.5,9.10|. Reported procedure: To a solution of 5-bromo-2,3-dihydrospiro[indene-1,3′-pyrrolidine] (Prep4, 0.04 g, 0.159 mmol) in dry DMF (1 ml), 3-[(3-chloropropyl)thio]-5-(4-methyl-1,3-oxazol-5-yl)-1H-1,2,4-triazole (reference procedure for preparation described in WO05/080382, 0.058 g, 0.213 mmol) was added. Then, K2CO3 (0.029 g) and NaI (0.028 g) were added and the mixture was heated at 80° C. for 24 hours. Water was then added and the solution was extracted with ethyl acetate. The organic phase was washed with brine, drie... Reactants: CO, Nc1ccc(C2CCCCC2)cc1, CCCCOC(=O)c1ccc2c(c1)CCC2=O. Yields the product CCCCOC(=O)c1ccc2c(c1)CCC2Nc1ccc(C2CCCCC2)cc1. RXN SMILES: [CH3:31][OH:32].[CH:18]1([c:24]2[cH:25][cH:26][c:27]([NH2:28])[cH:29][cH:30]2)[CH2:19][CH2:20][CH2:21][CH2:22][CH2:23]1.[O:1]=[C:2]1[CH2:3][CH2:4][c:5]2[cH:6][c:7]([C:11](=[O:12])[O:13][CH2:14][CH2:15][CH2:16][CH3:17])[cH:8][cH:9][c:10]21>>[CH:2]1([NH:28][c:27]2[cH:26][cH:25][c:24]([CH:18]3[CH2:19][CH2:20][CH2:21][CH2:22][CH2:23]3)[cH:30][cH:29]2)[CH2:3][CH2:4][c:5]2[cH:6][c:7]([C:11](=[O:12])[O:13][CH2:14][CH2:15][CH2:16][CH3:17])[cH:8][cH:9][c:10]21. Starting materials: BrC1=NNC2=C(C=C(C=C12)Cl)C=O (3-Bromo-5-chloro-1H-indazole-7-carbaldehyde), CN(C1CCCCC1)C1CCCCC1 (N-methyldicyclohexylamine), ClCOCC[Si](C)(C)C ((2-(chloromethoxy)ethyl)trimethylsilane). Solvent: O1CCCC1 (tetrahydrofuran). Conditions: temperature 0 celsius, time 4 hour. Yields the product BrC1=NN(C2=C(C=C(C=C12)Cl)C=O)COCC[Si](C)(C)C (3-Bromo-5-chloro-1-((2-(trimethylsilyl)ethoxy)methyl)-1H-indazole-7-carbaldehyde). RXN SMILES: [Br:1][C:2]1[C:10]2[C:5](=[C:6]([CH:12]=[O:13])[CH:7]=[C:8]([Cl:11])[CH:9]=2)[NH:4][N:3]=1.CN(C1CCCCC1)C1CCCCC1.Cl[CH2:29][O:30][CH2:31][CH2:32][Si:33]([CH3:36])([CH3:35])[CH3:34]>O1CCCC1>[Br:1][C:2]1[C:10]2[C:5](=[C:6]([CH:12]=[O:13])[CH:7]=[C:8]([Cl:11])[CH:9]=2)[N:4]([CH2:29][O:30][CH2:31][CH2:32][Si:33]([CH3:36])([CH3:35])[CH3:34])[N:3]=1. Reported procedure: 3-Bromo-5-chloro-1H-indazole-7-carbaldehyde (1.4 g, 5.4 mmol) and N-methyldicyclohexylamine (1.6 mL, 7.28 mmol) were suspended in tetrahydrofuran (6 mL), cooled to 0° C., and treated with (2-(chloromethoxy)ethyl)trimethylsilane (2.0 mL, 6.74 mmol). The ice bath was removed and stirring continued for 4 h. The reaction was poured into ethyl acetate, washed with water (3×), 1M potassium bisulfate (2×), then brine (2×), dried over sodium sulfate, and concentrated. Column chromatography on silica gel...